From a dataset of the Open Reaction Database (ORD), a public repository of structured organic reaction records. describe an organic reaction: reactants, conditions, products, and yield Reactants: Cl.C(N)(=N)C1=CC=C(CN2C(CN(CC2)S(=O)(=O)C=2COC3=C(C2)C=CC(=C3)Cl)=O)C=C1 (1-(4-amidinobenzyl)-4-(7-chloro-2H-benzopyran-3-sulfonyl)-2-piperazinone hydrochloride), C(C)(=O)OC(C)OC(=O)OC1=CC=C(C=C1)[N+](=O)[O-] (O-(1-acetoxyethoxycarbonyl)-4-nitrophenol), C(C)(C)N(CC)C(C)C (diisopropylethylamine). Run in CN(C)C=O (DMF). The product is C(C)(=O)OC(C)OC(=O)NC(=N)C1=CC=C(CN2C(CN(CC2)S(=O)(=O)C=2COC3=C(C2)C=CC(=C3)Cl)=O)C=C1 (1-[4-[N-(1-acetoxyethoxycarbonyl)amidino]benzyl]-4-(7-chloro-2H-benzopyran-3-sulfonyl)-2-piperazinone). The yield is 41.7%. Reaction SMILES: Cl.[C:2]([C:5]1[CH:32]=[CH:31][C:8]([CH2:9][N:10]2[CH2:15][CH2:14][N:13]([S:16]([C:19]3[CH2:20][O:21][C:22]4[CH:28]=[C:27]([Cl:29])[CH:26]=[CH:25][C:23]=4[CH:24]=3)(=[O:18])=[O:17])[CH2:12][C:11]2=[O:30])=[CH:7][CH:6]=1)(=[NH:4])[NH2:3].[C:33]([O:36][CH:37]([O:39][C:40](OC1C=CC([N+]([O-])=O)=CC=1)=[O:41])[CH3:38])(=[O:35])[CH3:34].C(N(C(C)C)CC)(C)C>CN(C=O)C>[C:33]([O:36][CH:37]([O:39][C:40]([NH:4][C:2]([C:5]1[CH:6]=[CH:7][C:8]([CH2:9][N:10]2[CH2:15][CH2:14][N:13]([S:16]([C:19]3[CH2:20][O:21][C:22]4[CH:28]=[C:27]([Cl:29])[CH:26]=[CH:25][C:23]=4[CH:24]=3)(=[O:18])=[O:17])[CH2:12][C:11]2=[O:30])=[CH:31][CH:32]=1)=[NH:3])=[O:41])[CH3:38])(=[O:35])[CH3:34] |f:0.1|. Reported procedure: A solution of 1-(4-amidinobenzyl)-4-(7-chloro-2H-benzopyran-3-sulfonyl)-2-piperazinone hydrochloride (99 mg), O-(1-acetoxyethoxycarbonyl)-4-nitrophenol (54 mg), diisopropylethylamine (39 mg) in DMF (5 ml) was stirred at 80° C. for 1 hour. The reaction solution was concentrated under reduced pressure, and to the residue was added ethyl acetate. The mixture was washed with sodium bicarbonate solution and saturated brine, dried (MgSO4) and concentrated. Precipitated crystals were washed with ether ... Starting materials: C1(CCCCC1)O (cyclohexanol), C(=O)(OC)NC#N (carbomethoxycyanamide), [H][H] (hydrogen), [N+](=O)([O-])C1=C(N)C=C(C=C1)Cl (2-nitro-5-chloroaniline), [H-].[Na+] (sodium hydride). The solvent is CN(C=O)C (dimethylformamide). Product: C1(CCCCC1)OC1=CC2=C(N=C(N2)NC(=O)OC)C=C1 (5-cyclohexyloxy-2-carbomethoxyaminobenzimidazole). RXN SMILES: [CH:1]1([OH:7])[CH2:6][CH2:5][CH2:4][CH2:3][CH2:2]1.[H-].[Na+].[H][H].[N+:12]([C:15]1[CH:21]=[CH:20][C:19](Cl)=[CH:18][C:16]=1[NH2:17])([O-])=O.[C:23]([NH:27][C:28]#N)([O:25][CH3:26])=[O:24]>CN(C)C=O>[CH:1]1([O:7][C:19]2[CH:20]=[CH:21][C:15]3[N:12]=[C:28]([NH:27][C:23]([O:25][CH3:26])=[O:24])[NH:17][C:16]=3[CH:18]=2)[CH2:6][CH2:5][CH2:4][CH2:3][CH2:2]1 |f:1.2|. Procedure details: A mixture of cyclohexanol (0.03 mol) in 75 ml. of dry dimethylformamide under nitrogen is agitated while 55% sodium hydride (0.03 mol) in oil is added portionwise. When evolution of hydrogen ceases 2-nitro-5-chloroaniline (0.025 mol) is added with stirring. The mixture is warmed at 75°-80° C. for 1 hour then poured onto 6 volumes of ice slurry. The separated product is recrystallized from water to give red crystals of the nitroaminobiphenylether. After hydrogenation and reaction with carbomethox...